describe an organic reaction: reactants, conditions, products, and yield From a dataset of the Open Reaction Database (ORD), a public repository of structured organic reaction records. The reactants are N1(CCCCCC1)CCOC1=CC=C(C(=O)C2=C(C=CC3=CC(=CC=C23)OC)OS(=O)(=O)C(F)(F)F)C=C1 (trifluoromethanesulfonic acid 1-[4-(2-azepan-1-yl-ethoxy)-benzoyl]-6-methoxynaphthalen-2-yl ester), FC1=C(C=CC(=C1)F)B(O)O (2,4-difluorophenyl boronic acid), N1(CCCCC1)CCOC1=CC=C(C=C1)C=O ([4-(2-piperidin-1-yl-ethoxy)-phenyl]-methanone). The product is N1(CCCCCC1)CCOC1=CC=C(C=C1)C(=O)C1=C(C=CC2=CC(=CC=C12)OC)C1=C(C=C(C=C1)F)F ([4-(2-Azepan-1-yl-ethoxy)-phenyl]-[2-(2,4-difluoro-phenyl)-6-methoxy-naphthalen-1-yl]-methanone). Yield: 85.3%. RXN SMILES: [N:1]1([CH2:8][CH2:9][O:10][C:11]2[CH:38]=[CH:37][C:14]([C:15]([C:17]3[C:26]4[C:21](=[CH:22][C:23]([O:27][CH3:28])=[CH:24][CH:25]=4)[CH:20]=[CH:19][C:18]=3OS(C(F)(F)F)(=O)=O)=[O:16])=[CH:13][CH:12]=2)[CH2:7][CH2:6][CH2:5][CH2:4][CH2:3][CH2:2]1.[F:39][C:40]1[CH:45]=[C:44]([F:46])[CH:43]=[CH:42][C:41]=1B(O)O.N1(CCOC2C=CC(C=O)=CC=2)CCCCC1>>[N:1]1([CH2:8][CH2:9][O:10][C:11]2[CH:12]=[CH:13][C:14]([C:15]([C:17]3[C:26]4[C:21](=[CH:22][C:23]([O:27][CH3:28])=[CH:24][CH:25]=4)[CH:20]=[CH:19][C:18]=3[C:41]3[CH:42]=[CH:43][C:44]([F:46])=[CH:45][C:40]=3[F:39])=[O:16])=[CH:37][CH:38]=2)[CH2:7][CH2:6][CH2:5][CH2:4][CH2:3][CH2:2]1. Procedure: Couple trifluoromethanesulfonic acid 1-[4-(2-azepan-1-yl-ethoxy)-benzoyl]-6-methoxynaphthalen-2-yl ester (1.4 g, 2.5 mmol) and 2,4-difluorophenyl boronic acid (1.2 g, 7.6 mmol) by the procedure described for the preparation of 2-(2,4-difluoro-phenyl)-6-methoxy-naphthalen-1-yl]-[4-(2-piperidin-1-yl-ethoxy)-phenyl]-methanone to give 1.1 g (85%) of the title compound: mass spectrum (ion spray) m/z=516.3 (M+H). Starting materials: [OH-].[Na+] (sodium hydroxide), C(CCCCCCC)S (n-octyl mercaptan), ClCC(CO)O (1-chloropropane-2,3-diol). The solvent is C(C)(C)O (isopropanol). Reaction conditions: temperature 80 celsius. Yields the product C(CCCCCCC)SCCCCCCCC.OCC(C)O (1,2-dihydroxypropane octyl sulfide). Reaction SMILES: [OH-].[Na+].[CH2:3]([SH:11])[CH2:4][CH2:5][CH2:6][CH2:7][CH2:8][CH2:9][CH3:10].Cl[CH2:13][CH:14]([OH:17])[CH2:15][OH:16]>C(O)(C)C>[CH2:3]([S:11][CH2:13][CH2:14][CH2:15][CH2:3][CH2:4][CH2:5][CH2:6][CH3:7])[CH2:4][CH2:5][CH2:6][CH2:7][CH2:8][CH2:9][CH3:10].[OH:16][CH2:15][CH:14]([OH:17])[CH3:13] |f:0.1,5.6|. Procedure: Approximately 40 g of 50% aqueous sodium hydroxide solution was added dropwise over a period of 1 hour to a solution of n-octyl mercaptan (72.3 g) and 1-chloropropane-2,3-diol (55 g) in isopropanol solvent (400 cc) at ambient temperature. The reaction temperature rose from 23° to 55° C. during addition. The reaction was refluxed for 3 hours at 80° C. and then filtered hot through paper to remove the precipitated salts. The isopropanol solvent was removed by distillation. The product residue was ... Reactants: O=C(C(=O)OCC)CC(C1=C(C=C(C=C1)OCC1=CSC=C1)OC(C)C1=C(C=CC=C1)C)=O (ethyl (RS)-2,4-dioxo-4-[2-(1-(2-methylphenyl)ethoxy)-4-(3-thienylmethoxy)phenyl]butanoate). The solvent is [OH-].[K+] (potassium hydroxide). Product: O=C(C(=O)O)CC(C1=C(C=C(C=C1)OCC1=CSC=C1)OC(C)C1=C(C=CC=C1)C)=O ((RS)-2,4-dioxo-4-[2-(1-(2-methylphenyl)ethoxy)-4-(3-thienylmethoxy)-phenyl]butanoic acid). Isolated yield 9.8%. Reaction SMILES: [O:1]=[C:2]([CH2:8][C:9](=[O:33])[C:10]1[CH:15]=[CH:14][C:13]([O:16][CH2:17][C:18]2[CH:22]=[CH:21][S:20][CH:19]=2)=[CH:12][C:11]=1[O:23][CH:24]([C:26]1[CH:31]=[CH:30][CH:29]=[CH:28][C:27]=1[CH3:32])[CH3:25])[C:3]([O:5]CC)=[O:4]>[OH-].[K+]>[O:1]=[C:2]([CH2:8][C:9](=[O:33])[C:10]1[CH:15]=[CH:14][C:13]([O:16][CH2:17][C:18]2[CH:22]=[CH:21][S:20][CH:19]=2)=[CH:12][C:11]=1[O:23][CH:24]([C:26]1[CH:31]=[CH:30][CH:29]=[CH:28][C:27]=1[CH3:32])[CH3:25])[C:3]([OH:5])=[O:4] |f:1.2|. Reported procedure: A solution of ethyl (RS)-2,4-dioxo-4-[2-(1-(2-methylphenyl)ethoxy)-4-(3-thienylmethoxy)phenyl]butanoate (0.38 g) in 15% methanolic potassium hydroxide (25 mL) is stirred at reflux for 1 hour before being cooled and concentrated under reduced pressure. The residue is dissolved in water, acidified to pH 1 with concentrated hydrochloric acid and extracted with ethyl acetate. The organic layer is dried over magnesium sulphate, filtered and concentrated under reduced pressure. The residue is recrysta...